The task is: describe an organic reaction: reactants, conditions, products, and yield. This data is from the Open Reaction Database (ORD), a public repository of structured organic reaction records. Reactants: CC(=O)O, CCO, [Fe], CCCCc1nc(Cl)c(CC=CO)n1Cc1ccc([N+](=O)[O-])cc1. The product is CCCCc1nc(Cl)c(CC=CO)n1Cc1ccc(N)cc1. RXN SMILES: [CH3:25][C:26](=[O:27])[OH:28].[CH3:29][CH2:30][OH:31].[Fe:32].[N+:1]([O-:2])(=[O:3])[c:4]1[cH:5][cH:6][c:7]([CH2:8][n:9]2[c:10]([CH2:19][CH2:20][CH2:21][CH3:22])[n:11][c:12]([Cl:18])[c:13]2[CH2:14][CH:15]=[CH:16][OH:17])[cH:23][cH:24]1>>[NH2:1][c:4]1[cH:5][cH:6][c:7]([CH2:8][n:9]2[c:10]([CH2:19][CH2:20][CH2:21][CH3:22])[n:11][c:12]([Cl:18])[c:13]2[CH2:14][CH:15]=[CH:16][OH:17])[cH:23][cH:24]1. The reactants are Cc1ccccc1, [H-], [Na+], CC(C)COC(=O)CC1CO1. RXN SMILES: [CH3:14][c:15]1[cH:16][cH:17][cH:18][cH:19][cH:20]1.[H-:12].[Na+:13].[O:1]1[CH:2]([CH2:3][C:4](=[O:5])[O:6][CH2:7][CH:8]([CH3:9])[CH3:10])[CH2:11]1>>[OH:1][CH2:11][CH:2]=[CH:3][C:4](=[O:5])[O:6][CH2:7][CH:8]([CH3:9])[CH3:10]. Product: CC(C)COC(=O)C=CCO. Starting materials: O=S(=O)(OS(=O)(=O)C(F)(F)F)C(F)(F)F, c1ccncc1, Oc1cccc2nccnc12. The product is O=S(=O)(Oc1cccc2nccnc12)C(F)(F)F. Reaction SMILES: [F:1][C:2]([F:3])([F:4])[S:5](=[O:6])(=[O:7])[O:8][S:9]([C:10]([F:11])([F:12])[F:13])(=[O:14])=[O:15].[cH:27]1[cH:28][cH:29][n:30][cH:31][cH:32]1.[n:16]1[cH:17][cH:18][n:19][c:20]2[c:21]([OH:26])[cH:22][cH:23][cH:24][c:25]12>>[F:1][C:2]([F:3])([F:4])[S:5](=[O:6])(=[O:7])[O:8][c:21]1[c:20]2[n:19][cH:18][cH:17][n:16][c:25]2[cH:24][cH:23][cH:22]1. The reactants are C(C)OC(C1=CC(=C(C(=C1)S(N)(=O)=O)Cl)[N+](=O)[O-])=O (ethyl-4-chloro-3-nitro-5-sulphamyl-benzoate), NC1=CC=CC(=N1)C (6-amino-2-methyl-pyridine). Reaction conditions: time 2 hour. Product: C(C)OC(C1=CC(=C(C(=C1)S(N)(=O)=O)NC1=CC=CC(=N1)C)[N+](=O)[O-])=O (ethyl-4-(2-methyl-6-pyridylamino)-3-nitro-5-sulphamyl-benzoate). RXN SMILES: [CH2:1]([O:3][C:4](=[O:19])[C:5]1[CH:10]=[C:9]([S:11](=[O:14])(=[O:13])[NH2:12])[C:8](Cl)=[C:7]([N+:16]([O-:18])=[O:17])[CH:6]=1)[CH3:2].[NH2:20][C:21]1[N:26]=[C:25]([CH3:27])[CH:24]=[CH:23][CH:22]=1>>[CH2:1]([O:3][C:4](=[O:19])[C:5]1[CH:10]=[C:9]([S:11](=[O:14])(=[O:13])[NH2:12])[C:8]([NH:20][C:21]2[N:26]=[C:25]([CH3:27])[CH:24]=[CH:23][CH:22]=2)=[C:7]([N+:16]([O-:18])=[O:17])[CH:6]=1)[CH3:2]. Reported procedure: A mixture of ethyl-4-chloro-3-nitro-5-sulphamyl-benzoate (3.08 g) and 6-amino-2-methyl-pyridine (3.24 g) was melted on an oil bath at 140°C and kept at this temperature for 2 hours, while stirring. The still warm reaction mixture was triturated with ethanol (35 ml) and after cooling, the ethyl-4-(2-methyl-6-pyridylamino)-3-nitro-5-sulphamyl-benzoate was collected by suction and washed with ethanol. After recrystallization from acetonitrile, the compound had a melting point of 203°-204°C. Starting materials: BrBr (bromine), S1C2=C(C=C1)C=C(C=C2)C=2N1C(SC2)=NCC1 (3-(benzo[b]thiophen-5-yl)-5,6-dihydroimidazo[2,1-b]thiazole). Run in ClCCl (dichloromethane), ClCCl (dichloromethane). Conditions: time 30 minute. The product is Br.S1C2=C(C=C1)C=C(C=C2)C=2N1C(SC2Br)=NCC1 (3-(benzo[b]thiophen-5-yl)-2-bromo-5,6-dihydroimidazo[2,1-b]thiazole hydrobromide). As a reaction SMILES: [Br:1]Br.[S:3]1[CH:7]=[CH:6][C:5]2[CH:8]=[C:9]([C:12]3[N:13]4[CH2:19][CH2:18][N:17]=[C:14]4[S:15][CH:16]=3)[CH:10]=[CH:11][C:4]1=2>ClCCl>[BrH:1].[S:3]1[CH:7]=[CH:6][C:5]2[CH:8]=[C:9]([C:12]3[N:13]4[CH2:19][CH2:18][N:17]=[C:14]4[S:15][C:16]=3[Br:1])[CH:10]=[CH:11][C:4]1=2 |f:3.4|. Procedure details: A solution of bromine (0.4 ml) in dichloromethane (5 ml) was added dropwise under nitrogen to a stirred suspension of 3-(benzo[b]thiophen-5-yl)-5,6-dihydroimidazo[2,1-b]thiazole (1.9 g) in dichloromethane (20 ml), then the mixture was stirred at ambient temperature for 30 minutes. The resulting solid was collected by filtration and dried in vacuo at ambient temperature to give 3-(benzo[b]thiophen-5-yl)-2-bromo-5,6-dihydroimidazo[2,1-b]thiazole hydrobromide (1.9 g) as a yellow solid which was use... Starting materials: O=C([O-])[O-], CN(C)C=O, Cc1oc(-c2ccccc2)nc1COc1cccc(CCl)c1, [K+], [K+], O, CCOC(=O)CCc1cc(O)nn1-c1ccccc1. Yields the product CCOC(=O)CCc1cc(OCc2cccc(OCc3nc(-c4ccccc4)oc3C)c2)nn1-c1ccccc1. Reaction SMILES: [C:42](=[O:43])([O-:44])[O-:45].[CH3:48][N:49]([CH3:50])[CH:51]=[O:52].[Cl:20][CH2:21][c:22]1[cH:23][c:24]([O:25][CH2:26][c:27]2[n:28][c:29](-[c:33]3[cH:34][cH:35][cH:36][cH:37][cH:38]3)[o:30][c:31]2[CH3:32])[cH:39][cH:40][cH:41]1.[K+:46].[K+:47].[OH2:53].[OH:1][c:2]1[n:3][n:4](-[c:14]2[cH:15][cH:16][cH:17][cH:18][cH:19]2)[c:5]([CH2:7][CH2:8][C:9](=[O:10])[O:11][CH2:12][CH3:13])[cH:6]1>>[O:1]([c:2]1[n:3][n:4](-[c:14]2[cH:15][cH:16][cH:17][cH:18][cH:19]2)[c:5]([CH2:7][CH2:8][C:9](=[O:10])[O:11][CH2:12][CH3:13])[cH:6]1)[CH2:21][c:22]1[cH:23][c:24]([O:25][CH2:26][c:27]2[n:28][c:29](-[c:33]3[cH:34][cH:35][cH:36][cH:37][cH:38]3)[o:30][c:31]2[CH3:32])[cH:39][cH:40][cH:41]1. The reactants are NC=1C(=CC=CC1)C (o-toluidine), O=S(Cl)Cl (SOCl2), N1=CC=CC=C1 (pyridine), S(=O)=NS(=O)(=O)C (N-sulfinylmethanesulfonamide). Solvent: C1(=CC=CC=C1)C (toluene), C1(=CC=CC=C1)C (toluene). Run at time 8 hour. Product: N=1SC=C2C1C=CC=C2 (benzo[c]isothiazole). Yield: 49.1%. RXN SMILES: [NH2:1][C:2]1[C:3]([CH3:8])=[CH:4][CH:5]=[CH:6][CH:7]=1.O=[S:10](Cl)Cl.S(=NS(C)(=O)=O)=O.N1C=CC=CC=1>C1(C)C=CC=CC=1>[N:1]1[S:10][CH:8]=[C:3]2[CH:4]=[CH:5][CH:6]=[CH:7][C:2]=12. Procedure details: To a solution of o-toluidine (10 g, 93.4 mmol) in 50 mL toluene was added SOCl2 (12.1 g, 102 mmol) dropwise at 0° C. After the addition was complete, the reaction mixture was heated to reflux and stirred overnight. The reaction mixture was cooled to room temperature, and concentrated under reduced pressure to give a yellow oil. The oil was dissolved in toluene (100 mL), then a solution of N-sulfinylmethanesulfonamide (20.6 g, 146 mmol) was added dropwise, followed by pyridine (7.3 g, 93.4 mmol)....